Task: describe an organic reaction: reactants, conditions, products, and yield. Dataset: the Open Reaction Database (ORD), a public repository of structured organic reaction records The reactants are BrB(Br)Br, COc1ccc(F)cc1C1(CC(O)(CNc2cccc3nc(CO)ccc23)C(F)(F)F)CC1. The product is OCc1ccc2c(NCC(O)(CC3(c4cc(F)ccc4O)CC3)C(F)(F)F)cccc2n1. As a reaction SMILES: [B:34]([Br:35])([Br:36])[Br:37].[F:1][c:2]1[cH:3][cH:4][c:5]([O:32][CH3:33])[c:6]([C:8]2([CH2:11][C:12]([CH2:13][NH:14][c:15]3[c:16]4[cH:17][cH:18][c:19]([CH2:25][OH:26])[n:20][c:21]4[cH:22][cH:23][cH:24]3)([OH:27])[C:28]([F:29])([F:30])[F:31])[CH2:9][CH2:10]2)[cH:7]1>>[F:1][c:2]1[cH:3][cH:4][c:5]([OH:32])[c:6]([C:8]2([CH2:11][C:12]([CH2:13][NH:14][c:15]3[c:16]4[cH:17][cH:18][c:19]([CH2:25][OH:26])[n:20][c:21]4[cH:22][cH:23][cH:24]3)([OH:27])[C:28]([F:29])([F:30])[F:31])[CH2:9][CH2:10]2)[cH:7]1. The reactants are N (ammonia), OC=1C=C(C=CC1)NC(C)=O (N-(3-hydroxyphenyl)acetamide), NC=1C(N(N(C1C)C)C1=CC=CC=C1)=O (4-amino-1,5-dimethyl-2-phenyl-1,2-dihydro-3H-pyrazol-3-one). Reagents/catalysts: [Fe-3](C#N)(C#N)(C#N)(C#N)(C#N)C#N.[K+].[K+].[K+] (potassium ferricyanide). The solvent is CC(C)O (2-propanol), O (water). Yields the product CN1N(C(C(=C1C)\N=C\1/C=CC(C=C1NC(C)=O)=O)=O)C1=CC=CC=C1 (N-{(6E)-6-[(1,5-dimethyl-3-oxo-2-phenyl-2,3-dihydro-1H-pyrazol-4-yl)imino]-3-oxocyclohexa-1,4-dien-1-yl}acetamide). Reaction SMILES: [NH2:1][C:2]1[C:3](=[O:15])[N:4]([C:9]2[CH:14]=[CH:13][CH:12]=[CH:11][CH:10]=2)[N:5]([CH3:8])[C:6]=1[CH3:7].[OH:16][C:17]1[CH:18]=[C:19]([NH:23][C:24](=[O:26])[CH3:25])[CH:20]=[CH:21][CH:22]=1.N>O.CC(O)C.[Fe-3](C#N)(C#N)(C#N)(C#N)(C#N)C#N.[K+].[K+].[K+]>[CH3:8][N:5]1[C:6]([CH3:7])=[C:2](/[N:1]=[C:20]2\[CH:21]=[CH:22][C:17](=[O:16])[CH:18]=[C:19]\2[NH:23][C:24](=[O:26])[CH3:25])[C:3](=[O:15])[N:4]1[C:9]1[CH:10]=[CH:11][CH:12]=[CH:13][CH:14]=1 |f:5.6.7.8|. Procedure details: 10 mmol of 4-amino-1,5-dimethyl-2-phenyl-1,2-dihydro-3H-pyrazol-3-one was dissolved in 30 ml of water. This solution was admixed with 10 mmol of N-(3-hydroxyphenyl)acetamide in solution in 30 ml of 2-propanol, 3 ml of 20% aqueous ammonia and 22 mmol of potassium ferricyanide at a temperature ranging from 5 to 10° C. Starting materials: N, C(O[Al-](OC(C)(C)C)OC(C)(C)C)(C)(C)C.[Li+], C1CN(C[C@@H](C1=O)O)S(=O)(=O)C. The reagents and catalysts are c1ccc(cc1)-c2c3ccccc3cc4ccccc24 (9-Phenylanthracene), CC(C)[O-].CC(C)[O-].CC(C)[O-].CC(C)[O-].[Ti+4] (Ti(OiPr)4). Reaction conditions: temperature 25 celsius, time 18 hour. Yields the product CS(=O)(=O)N1CC[C@@H](N)[C@@H](O)C1. RXN SMILES: [CH3:1][S:2]([N:5]1[CH2:11][C@H:9]([OH:10])[C:8](=O)[CH2:7][CH2:6]1)(=[O:4])=[O:3].[NH3:12].[Li+].CC(O[AlH-](OC(C)(C)C)OC(C)(C)C)(C)C>>[CH3:1][S:2]([N:5]1[CH2:11][C@H:9]([OH:10])[C@H:8]([NH2:12])[CH2:7][CH2:6]1)(=[O:4])=[O:3]. Starting materials: OC=1C=C2C=CC=C(C2=CC1)C(=O)O (6-hydroxy-1-naphthoic acid), C(=O)([O-])[O-].[Cs+].[Cs+] (Cs2CO3), CCOC(=O)C (EtOAc), ClC1=NC=CC(=N1)Cl (2,4-dichloropyrimidine). Solvent: CS(=O)C (DMSO). The product is ClC1=NC=CC(=N1)OC=1C=C2C=CC=C(C2=CC1)C(=O)O (6-(2-chloropyrimidin-4-yloxy)-1-naphthoic acid). Reaction SMILES: [OH:1][C:2]1[CH:3]=[C:4]2[C:9](=[CH:10][CH:11]=1)[C:8]([C:12]([OH:14])=[O:13])=[CH:7][CH:6]=[CH:5]2.C([O-])([O-])=O.[Cs+].[Cs+].[Cl:21][C:22]1[N:27]=[C:26](Cl)[CH:25]=[CH:24][N:23]=1.CCOC(C)=O>CS(C)=O>[Cl:21][C:22]1[N:27]=[C:26]([O:1][C:2]2[CH:3]=[C:4]3[C:9](=[CH:10][CH:11]=2)[C:8]([C:12]([OH:14])=[O:13])=[CH:7][CH:6]=[CH:5]3)[CH:25]=[CH:24][N:23]=1 |f:1.2.3|. Reported procedure: To a solution of 6-hydroxy-1-naphthoic acid (10.0 g, 53.1 mmol) in DMSO (60 mL) was added Cs2CO3 (51.9 g, 159.4 mmol). Bubbling was evident. The mixture was stirred at RT for 5 min, at which time 2,4-dichloropyrimidine (15.8 g, 16.3 mmol) was added. The reaction was stirred at RT and monitored by LCMS for the disappearance of starting material. EtOAc (1.0 L) was added, and the reaction was filtered to remove solid Cs2CO3. The mixture was extracted with 2N aqueous NaOH. The aqueous layer was wash... The reactants are CC(C)O (2-propanol), CC(=O)C (acetone), CCO[Si](OCC)(OCC)OCC (TEOS), C1(=CC=CC=C1)[Si](OCC)(OCC)OCC (phenyltriethoxysilane), [N+](=O)(O)[O-] (nitric acid), CC(=O)C (acetone), CC(C)O (2-propanol), C(C)O (ethanol), C(CCC)O (Butanol). Solvent: O (water). The product is C1(=CC=CC=C1)[Si](OC)(OC)OC (phenyltrimethoxysilane). As a reaction SMILES: CC(O)C.CC(C)=O.CCO[Si](OCC)(OCC)OCC.[C:22]1([Si:28]([O:35][CH2:36]C)([O:32][CH2:33]C)[O:29][CH2:30]C)[CH:27]=[CH:26][CH:25]=[CH:24][CH:23]=1.[N+]([O-])(O)=O.C(O)CCC.C(O)C>O>[C:22]1([Si:28]([O:35][CH3:36])([O:29][CH3:30])[O:32][CH3:33])[CH:23]=[CH:24][CH:25]=[CH:26][CH:27]=1. Procedure: In a 1-liter flask 297 grams (4.798 moles) 2-propanol, 148 grams (2.558 moles) acetone, 123 grams (0.593 moles) TEOS, 104 grams (0.432 moles) phenyltriethoxysilane, 0.6 grams 0.1 M, 0.01 M and 1.0 M nitric acid (added to three separate solutions, respectively) and 72 grams deionized water were combined. In two other solutions containing 0.1 M nitric acid, 90 g and 110 g of deionized water were added, respectively. The flask was refluxed and/or heated for 1 to 12 hours. To the solution, 57 grams ... Reactants: C(=O)([O-])[O-].[K+].[K+] (K2CO3), C[C@H]1NCCNC1 ((R)-2-methyl-piperazine), ClC=1N=NC(=C(C1C)C)Cl (3,6-dichloro-4,5-dimethyl-pyridazine). Run in CN(C)C=O (DMF). Run at temperature 60 celsius, time 48 hour. Product: ClC=1N=NC(=C(C1C)C)N1C[C@H](NCC1)C (3-Chloro-4,5-dimethyl-6-((R)-3-methyl-piperazin-1-yl)-pyridazine). The yield is 48.8%. RXN SMILES: C([O-])([O-])=O.[K+].[K+].[CH3:7][C@@H:8]1[CH2:13][NH:12][CH2:11][CH2:10][NH:9]1.[Cl:14][C:15]1[N:16]=[N:17][C:18](Cl)=[C:19]([CH3:22])[C:20]=1[CH3:21]>CN(C=O)C>[Cl:14][C:15]1[N:16]=[N:17][C:18]([N:12]2[CH2:11][CH2:10][NH:9][C@H:8]([CH3:7])[CH2:13]2)=[C:19]([CH3:22])[C:20]=1[CH3:21] |f:0.1.2|. Procedure: Solid K2CO3 (10 g, 72.4 mmol, 1.8 eq) is added to a solution of (R)-2-methyl-piperazine (4.00 g, 40 mmol, 1 eq) and 3,6-dichloro-4,5-dimethyl-pyridazine (8 g, 45.2 mml, 1.1 eq) in DMF (50 mL), and the resulting solution is stirred at 60° C. for 48 h. The reaction mixture is concentrated to ½ volume under reduced pressure and the minimum water (ca. 15 mL) required to dissolve the solid salts is added, followed by the addition of dichloromethane (100 mL). The organic layer is separated, dried over... The reactants are COC(C1=C(C=C(C=C1)O)NC(C1=CC=C(C=C1)C(C)(C)C)=O)=O (2-(4-tert-butyl-benzoylamino)-4-hydroxy-benzoic acid methyl ester), OCCCON=CC1=CN(C2=CC=CC=C12)CC1=CC=CC=C1 (1-benzyl-1H-indole-3-carbaldehyde O-(3-hydroxy-propyl)-oxime), C1(=CC=CC=C1)P(C1=CC=CC=C1)C1=CC=CC=C1 (triphenyl phosphine), N(=NC(=O)OC(C)C)C(=O)OC(C)C (diisopropyl azodicarboxylate). The solvent is O1CCCC1 (tetrahydrofuran), [Cl-].[Na+].O (brine). Run at temperature 0 celsius. Yields the product COC(C1=C(C=C(C=C1)OCCCO/N=C/C1=CN(C2=CC=CC=C12)CC1=CC=CC=C1)NC(C1=CC=C(C=C1)C(C)(C)C)=O)=O (4-[3-({[(1E)-(1-benzyl-1H-indol-3-yl)methylidene]amino}oxy)-propoxy]-2-[(4-tert-butylbenzoyl)amino]benzoic acid methyl ester). Isolated yield 55.3%. As a reaction SMILES: [CH3:1][O:2][C:3](=[O:24])[C:4]1[CH:9]=[CH:8][C:7]([OH:10])=[CH:6][C:5]=1[NH:11][C:12](=[O:23])[C:13]1[CH:18]=[CH:17][C:16]([C:19]([CH3:22])([CH3:21])[CH3:20])=[CH:15][CH:14]=1.O[CH2:26][CH2:27][CH2:28][O:29][N:30]=[CH:31][C:32]1[C:40]2[C:35](=[CH:36][CH:37]=[CH:38][CH:39]=2)[N:34]([CH2:41][C:42]2[CH:47]=[CH:46][CH:45]=[CH:44][CH:43]=2)[CH:33]=1.C1(P(C2C=CC=CC=2)C2C=CC=CC=2)C=CC=CC=1.N(C(OC(C)C)=O)=NC(OC(C)C)=O>O1CCCC1.[Cl-].[Na+].O>[CH3:1][O:2][C:3](=[O:24])[C:4]1[CH:9]=[CH:8][C:7]([O:10][CH2:26][CH2:27][CH2:28][O:29]/[N:30]=[CH:31]/[C:32]2[C:40]3[C:35](=[CH:36][CH:37]=[CH:38][CH:39]=3)[N:34]([CH2:41][C:42]3[CH:47]=[CH:46][CH:45]=[CH:44][CH:43]=3)[CH:33]=2)=[CH:6][C:5]=1[NH:11][C:12](=[O:23])[C:13]1[CH:14]=[CH:15][C:16]([C:19]([CH3:20])([CH3:21])[CH3:22])=[CH:17][CH:18]=1 |f:5.6.7|. Procedure details: To a solution of 2-(4-tert-butyl-benzoylamino)-4-hydroxy-benzoic acid methyl ester (0.313 g, 0.96 mmol) in tetrahydrofuran (14 mL) was added 1-benzyl-1H-indole-3-carbaldehyde O-(3-hydroxy-propyl)-oxime (0.303 g, 0.98 mmol) and triphenyl phosphine (0.327 g, 1.26 mmol). The reaction was cooled to 0° C., diisopropyl azodicarboxylate (0.240 mL, 1.22 mmol) was added and warmed to room temperature overnight. It was poured into brine and extracted with ethyl acetate. The combined organics were washed w... Reactants: CC1=NC=CC(=C1)C#CC=1N=C(NC1)C (2-methyl-4-(2-methyl-1H-imidazol-4-ylethynyl)-pyridine), BrC(C)C1=CC=CC=C1 ((1-bromoethyl)benzene). Product: CC1=NC=CC(=C1)C#CC=1N=C(N(C1)C(C)C1=CC=CC=C1)C (rac-2-Methyl-4-[2-methyl-1-(1-phenyl-ethyl)-1H-imidazol-4-ylethynyl]-pyridine). As a reaction SMILES: [CH3:1][C:2]1[CH:7]=[C:6]([C:8]#[C:9][C:10]2[N:11]=[C:12]([CH3:15])[NH:13][CH:14]=2)[CH:5]=[CH:4][N:3]=1.Br[CH:17]([C:19]1[CH:24]=[CH:23][CH:22]=[CH:21][CH:20]=1)[CH3:18]>>[CH3:1][C:2]1[CH:7]=[C:6]([C:8]#[C:9][C:10]2[N:11]=[C:12]([CH3:15])[N:13]([CH:17]([C:19]3[CH:24]=[CH:23][CH:22]=[CH:21][CH:20]=3)[CH3:18])[CH:14]=2)[CH:5]=[CH:4][N:3]=1. Reported procedure: The title compound, MS: m/e=302.2 (M+H30), was prepared in accordance with the general method of example 1 from 2-methyl-4-(2-methyl-1H-imidazol-4-ylethynyl)-pyridine and (1-bromoethyl)benzene. Reactants: O=C([O-])[O-], CCOC(=O)CCBr, CNCCCN1c2ccccc2CCc2ccccc21, CC(C)=O, [I-], [K+], [K+], [Na+], C1COCCOCCOCCOCCOCCO1, CN(C)C=O. Product: CCOC(=O)CCN(C)CCCN1c2ccccc2CCc2ccccc21. Reaction SMILES: [C:29](=[O:30])([O-:31])[O-:32].[CH2:21]([CH3:22])[O:23][C:24]([CH2:25][CH2:26][Br:27])=[O:28].[CH3:1][NH:2][CH2:3][CH2:4][CH2:5][N:6]1[c:7]2[cH:8][cH:9][cH:10][cH:11][c:12]2[CH2:13][CH2:14][c:15]2[cH:16][cH:17][cH:18][cH:19][c:20]21.[CH3:55][C:56](=[O:57])[CH3:58].[I-:36].[K+:33].[K+:34].[Na+:35].[O:37]1[CH2:38][CH2:39][O:40][CH2:41][CH2:42][O:43][CH2:44][CH2:45][O:46][CH2:47][CH2:48][O:49][CH2:50][CH2:51][O:52][CH2:53][CH2:54]1.[O:59]=[CH:60][N:61]([CH3:62])[CH3:63]>>[CH3:1][N:2]([CH2:3][CH2:4][CH2:5][N:6]1[c:7]2[cH:8][cH:9][cH:10][cH:11][c:12]2[CH2:13][CH2:14][c:15]2[cH:16][cH:17][cH:18][cH:19][c:20]21)[CH2:26][CH2:25][C:24]([O:23][CH2:21][CH3:22])=[O:28].